This data is from the Open Reaction Database (ORD), a public repository of structured organic reaction records. The task is: describe an organic reaction: reactants, conditions, products, and yield Reactants: Cl.NCC1=CC=C(C=C1)B(O)O (4-aminomethylbenzeneboronic acid hydrochloride), COC1=CC=C(C=C1)C=1C[C@H]2C(N(C3=C(C(N2C1)=O)C=C(C(=C3)OCCCOC3=CC1=C(C(N2[C@H](C(N1COCC[Si](C)(C)C)=O)CC(=C2)S(=O)(=O)C(F)(F)F)=O)C=C3OC)OC)COCC[Si](C)(C)C)=O ((S)-2-(4-methoxyphenyl)-7-methoxy-8-(3-((S)-7-methoxy-2-(trifluoromethylsulphonyl)-5,11-dioxo-10-((2-(trimethylsilyl)ethoxy)methyl)-5,10,11,11a-tetrahydro-1H-pyrrolo[2,1-c][1,4]-benzodiazepin-8-yloxy)propyloxy)-10-((2-(trimethylsilyl)ethoxy)methyl)-1H-pyrrolo[2,1-c][1,4]benzodiazepine-5,11(10H,11aH)-dione), C([O-])([O-])=O.[Na+].[Na+] (sodium carbonate), palladium tetrakis triphenylphosphine. The solvent is C1(=CC=CC=C1)C (toluene), C(C)O (ethanol), O (water). Run at temperature 30 celsius, time 8 hour. Product: NCC1=CC=C(C=C1)C=1C[C@H]2C(N(C3=C(C(N2C1)=O)C=C(C(=C3)OCCCOC3=CC1=C(C(N2[C@H](C(N1COCC[Si](C)(C)C)=O)CC(=C2)C2=CC=C(C=C2)OC)=O)C=C3OC)OC)COCC[Si](C)(C)C)=O ((S)-2-(4-(aminomethyl)phenyl)-7-methoxy-8-(3-((S)-7-methoxy-2-(4-methoxyphenyl)-5,11-dioxo-10-((2-(trimethylsilyl)ethoxy)methyl)-5,10,11,11a-tetrahydro-1H-pyrrolo[2,1-c][1,4]benzodiazepin-8-yloxy)propyloxy)-10-((2-(trimethylsilyl)ethoxy)methyl)-1H-pyrrolo[2,1-c][1,4]benzodiazepine-5,11(10H,11aH)-dione). Yield: 59.5%. Reaction SMILES: Cl.[NH2:2][CH2:3][C:4]1[CH:9]=[CH:8][C:7](B(O)O)=[CH:6][CH:5]=1.[CH3:13][O:14][C:15]1[CH:20]=[CH:19][C:18]([C:21]2[CH2:22][C@@H:23]3[N:29]([CH:30]=2)[C:28](=[O:31])[C:27]2[CH:32]=[C:33]([O:74][CH3:75])[C:34]([O:36][CH2:37][CH2:38][CH2:39][O:40][C:41]4[C:71]([O:72][CH3:73])=[CH:70][C:44]5[C:45](=[O:69])[N:46]6[CH:61]=[C:60](S(C(F)(F)F)(=O)=O)[CH2:59][C@H:47]6[C:48](=[O:58])[N:49]([CH2:50][O:51][CH2:52][CH2:53][Si:54]([CH3:57])([CH3:56])[CH3:55])[C:43]=5[CH:42]=4)=[CH:35][C:26]=2[N:25]([CH2:76][O:77][CH2:78][CH2:79][Si:80]([CH3:83])([CH3:82])[CH3:81])[C:24]3=[O:84])=[CH:17][CH:16]=1.C(=O)([O-])[O-].[Na+].[Na+]>C1(C)C=CC=CC=1.C(O)C.O>[NH2:2][CH2:3][C:4]1[CH:9]=[CH:8][C:7]([C:60]2[CH2:59][C@@H:47]3[N:46]([CH:61]=2)[C:45](=[O:69])[C:44]2[CH:70]=[C:71]([O:72][CH3:73])[C:41]([O:40][CH2:39][CH2:38][CH2:37][O:36][C:34]4[C:33]([O:74][CH3:75])=[CH:32][C:27]5[C:28](=[O:31])[N:29]6[CH:30]=[C:21]([C:18]7[CH:17]=[CH:16][C:15]([O:14][CH3:13])=[CH:20][CH:19]=7)[CH2:22][C@H:23]6[C:24](=[O:84])[N:25]([CH2:76][O:77][CH2:78][CH2:79][Si:80]([CH3:81])([CH3:83])[CH3:82])[C:26]=5[CH:35]=4)=[CH:42][C:43]=2[N:49]([CH2:50][O:51][CH2:52][CH2:53][Si:54]([CH3:55])([CH3:56])[CH3:57])[C:48]3=[O:58])=[CH:6][CH:5]=1 |f:0.1,3.4.5|. Procedure: Solid 4-aminomethylbenzeneboronic acid hydrochloride (0.111 g, 0.59 mmol) was added to a solution of 17 (0.394 g, 0.37 mmol), sodium carbonate (175 mg, 1.654 mmol) and palladium tetrakis triphenylphosphine (28.0 mg, 0.024 mmol) in toluene (10 mL), ethanol (5 mL) and water (5 mL). The reaction mixture was allowed to stir overnight at 30° C. The following day the reaction mixture was heated for a further 3 hours at 70° C. The reaction mixture was then partitioned between ethyl acetate and water. T...